This data is from the Open Reaction Database (ORD), a public repository of structured organic reaction records. The task is: describe an organic reaction: reactants, conditions, products, and yield Reactants: Nc1ccc(Oc2ccnc3cc(-c4ccc(C(=O)N5CCOCC5)cc4)sc23)c(F)c1, O=C(O)Cc1nc2ccccc2[nH]1. The product is O=C(Cc1nc2ccccc2[nH]1)Nc1ccc(Oc2ccnc3cc(-c4ccc(C(=O)N5CCOCC5)cc4)sc23)c(F)c1. RXN SMILES: [NH2:1][c:2]1[cH:3][c:4]([F:32])[c:5]([O:6][c:7]2[c:8]3[c:9]([n:10][cH:11][cH:12]2)[cH:13][c:14](-[c:16]2[cH:17][cH:18][c:19]([C:22](=[O:23])[N:24]4[CH2:25][CH2:26][O:27][CH2:28][CH2:29]4)[cH:20][cH:21]2)[s:15]3)[cH:30][cH:31]1.[nH:33]1[c:34]([CH2:42][C:43](=[O:44])[OH:45])[n:35][c:36]2[c:37]1[cH:38][cH:39][cH:40][cH:41]2>>[NH:1]([c:2]1[cH:3][c:4]([F:32])[c:5]([O:6][c:7]2[c:8]3[c:9]([n:10][cH:11][cH:12]2)[cH:13][c:14](-[c:16]2[cH:17][cH:18][c:19]([C:22](=[O:23])[N:24]4[CH2:25][CH2:26][O:27][CH2:28][CH2:29]4)[cH:20][cH:21]2)[s:15]3)[cH:30][cH:31]1)[C:43]([CH2:42][c:34]1[nH:33][c:37]2[c:36]([n:35]1)[cH:41][cH:40][cH:39][cH:38]2)=[O:44]. The reactants are [N+](=O)([O-])C=1C=C(C(=O)C2=CC=CC=C2)C=CC1Cl (3-Nitro-4-chloro-benzophenone), N1CCOCC1 (morpholine). Product: [N+](=O)([O-])C=1C=C(C(=O)C2=CC=CC=C2)C=CC1N1CCOCC1 (3-nitro-4-morpholino-benzophenone). The yield is 98.0%. Reaction SMILES: [N+:1]([C:4]1[CH:5]=[C:6]([CH:15]=[CH:16][C:17]=1Cl)[C:7]([C:9]1[CH:14]=[CH:13][CH:12]=[CH:11][CH:10]=1)=[O:8])([O-:3])=[O:2].[NH:19]1[CH2:24][CH2:23][O:22][CH2:21][CH2:20]1>>[N+:1]([C:4]1[CH:5]=[C:6]([CH:15]=[CH:16][C:17]=1[N:19]1[CH2:24][CH2:23][O:22][CH2:21][CH2:20]1)[C:7]([C:9]1[CH:14]=[CH:13][CH:12]=[CH:11][CH:10]=1)=[O:8])([O-:3])=[O:2]. Procedure: 3-Nitro-4-chloro-benzophenone is reacted with morpholine as described in Example 7 to obtain 3-nitro-4-morpholino-benzophenone with a yield of 98 %. The product melts at 103° C. Starting materials: S1C(=CC=C1)C(C(=O)O)S (thiophen-2-yl-sulfanyl acetic acid), ClN1C(CCC1=O)=O (N-chlorosuccinimide). Reagents/catalysts: C(=O)(C(F)(F)F)O (TFA). Solvent: C(Cl)Cl (CH2Cl2), C(Cl)Cl (CH2Cl2). Conditions: time 10 minute. Yields the product ClC1=CC=C(S1)C(C(=O)O)S (5-Chlorothiophen-2-yl sulfanyl acetic acid). Yield: 45.0%. RXN SMILES: [S:1]1[CH:5]=[CH:4][CH:3]=[C:2]1[CH:6]([SH:10])[C:7]([OH:9])=[O:8].[Cl:11]N1C(=O)CCC1=O>C(Cl)Cl.C(O)(C(F)(F)F)=O>[Cl:11][C:5]1[S:1][C:2]([CH:6]([SH:10])[C:7]([OH:9])=[O:8])=[CH:3][CH:4]=1. Reported procedure: To a solution of thiophen-2-yl-sulfanyl acetic acid ethy (0.52 g, 2.6 mmol) in 25 mL of CH2Cl2 is added N-chlorosuccinimide (0.35 g, 2.6 mmol). The solution is stirred for 10 minutes. After this time, 1 drop of TFA is added. The solution is stirred for 16 hours. The reaction mixture is then diluted with 25 mL of CH2Cl2. The resulting solution is washed with 1N NaOH and a saturated NaCl solution. The organic layer is dried over MgSO4, filtered and concentrated. The resulting product is obtained a... The reactants are [N+](=O)([O-])C1=CC2=C(N(C(N2)=O)C)C=C1[N+](=O)[O-] (5,6-dinitro-1-methylbenzimidazol-2-one), [H][H] (hydrogen). The reagents and catalysts are [Pt]=O (platinum oxide). Run in CO (methanol). Yields the product NC1=CC2=C(N(C(N2)=O)C)C=C1N (5,6-diamino-1-methyl-benzimidazol-2-one). As a reaction SMILES: [N+:1]([C:4]1[C:14]([N+:15]([O-])=O)=[CH:13][C:7]2[N:8]([CH3:12])[C:9](=[O:11])[NH:10][C:6]=2[CH:5]=1)([O-])=O.[H][H]>[Pt]=O.CO>[NH2:1][C:4]1[C:14]([NH2:15])=[CH:13][C:7]2[N:8]([CH3:12])[C:9](=[O:11])[NH:10][C:6]=2[CH:5]=1. Procedure: 2.20 g. (9.2 mMole) 5,6-dinitro-1-methylbenzimidazol-2-one is hydrogenated for 3 hours at 60° C. and 100 bar hydrogen pressure in 730 ml. methanol in the presence of 0.44 g. platinum oxide. The solution of 5,6-diamino-1-methyl-benzimidazol-2-one so obtained is, after filtration, used without further purification.